Dataset: the Open Reaction Database (ORD), a public repository of structured organic reaction records. Task: describe an organic reaction: reactants, conditions, products, and yield Starting materials: C(C1=CC=CC=C1)N1CCC(CC1)C(C)=O (1-benzyl-4-acetylpiperidine), FC=1C=C(C=CC1F)CC(=O)OC (methyl 3,4-difluorophenylacetate), [H-].[Na+] (NaH), CCOC(=O)C (EtOAc). As a reaction SMILES: [CH2:1]([N:8]1[CH2:13][CH2:12][CH:11]([C:14](=[O:16])[CH3:15])[CH2:10][CH2:9]1)[C:2]1[CH:7]=[CH:6][CH:5]=[CH:4][CH:3]=1.[F:17][C:18]1[CH:19]=[C:20]([CH2:25][C:26](OC)=[O:27])[CH:21]=[CH:22][C:23]=1[F:24].[H-].[Na+].CCOC(C)=O>C1COCC1>[CH2:1]([N:8]1[CH2:13][CH2:12][CH:11]([C:14](=[O:16])[CH2:15][C:26](=[O:27])[CH2:25][C:20]2[CH:21]=[CH:22][C:23]([F:24])=[C:18]([F:17])[CH:19]=2)[CH2:10][CH2:9]1)[C:2]1[CH:7]=[CH:6][CH:5]=[CH:4][CH:3]=1 |f:2.3|. The solvent is C1CCOC1 (THF), hexanes. Procedure details: The title compound was prepared in 67% yield from 2.18 g 1-benzyl-4-acetylpiperidine from the last step, 5.58 g methyl 3,4-difluorophenylacetate from Fisher esterification, and 0.8 g 60% NaH in 15 mL anhydrous THF using a procedure similar to that described in Example 1, Step A Method B. RF: 0.28 (15% EtOAc in hexanes). 1H NMR (500 MHz, CDCl3): δ7.32˜7.35 (m, 4H), 7.26˜7.30 (m, 1H), 7.06˜7.15 (m, 3H), 6.95˜6.98 (m, 1H), 5.47 (s, 1H), 3.57 (s, 2H), 3.54 (br s, 2H), 2.96 (br d, 11.5 Hz, 2H), 2.17˜... Yields the product C(C1=CC=CC=C1)N1CCC(CC1)C(CC(CC1=CC(=C(C=C1)F)F)=O)=O (1-(1-Benzylpiperidin-4-yl)-4-(3,4-difluorophenyl)butane-1,3-dione). Isolated yield 67.0%.